This data is from the Open Reaction Database (ORD), a public repository of structured organic reaction records. The task is: describe an organic reaction: reactants, conditions, products, and yield The reactants are CC=1C(=CNC1C1=CC=CC=C1)C=O (4-methyl-5-phenyl-1H-pyrrole-3-carbaldehyde), N1=C(C=CC=C1)S(=O)(=O)Cl (2-pyridinesulfonyl chloride), [H-].[Na+] (sodium hydride), C1COCCOCCOCCOCCO1 (15-crown-5). Yields the product CC=1C(=CN(C1C1=CC=CC=C1)S(=O)(=O)C1=NC=CC=C1)C=O (4-Methyl-5-phenyl-1-(pyridin-2-ylsulfonyl)-1H-pyrrole-3-carbaldehyde). RXN SMILES: [CH3:1][C:2]1[C:3]([CH:13]=[O:14])=[CH:4][NH:5][C:6]=1[C:7]1[CH:12]=[CH:11][CH:10]=[CH:9][CH:8]=1.[H-].[Na+].C1OCCOCCOCCOCCOC1.[N:32]1[CH:37]=[CH:36][CH:35]=[CH:34][C:33]=1[S:38](Cl)(=[O:40])=[O:39]>>[CH3:1][C:2]1[C:3]([CH:13]=[O:14])=[CH:4][N:5]([S:38]([C:33]2[CH:34]=[CH:35][CH:36]=[CH:37][N:32]=2)(=[O:40])=[O:39])[C:6]=1[C:7]1[CH:12]=[CH:11][CH:10]=[CH:9][CH:8]=1 |f:1.2|. Procedure: By a reaction under similar conditions as in Reference Example 256 and using 4-methyl-5-phenyl-1H-pyrrole-3-carbaldehyde (185 mg), sodium hydride (60% in oil, 60 mg), 15-crown-5 (0.30 mL) and 2-pyridinesulfonyl chloride (231 mg), the title compound was obtained as an amorphous form (yield 262 mg, 80%). Reactants: C(C)(C)[N-]C(C)C.[Li+] (lithium diisopropylamide), COC(=O)C=1C=C2C(=NC1)N(C=C2)S(=O)(=O)C2=CC=CC=C2 (1-benzenesulfonyl-1H-pyrrolo[2,3-b]pyridin-5-carboxylic acid methyl ester), C(CCC)[Li] (n-butyllithium), CCCCCC (n-hexane), C(C)(C)NC(C)C (diisopropylamine), C(CC(C)C)=O (isovaleraldehyde). The solvent is O1CCCC1 (tetrahydrofuran), O1CCCC1 (tetrahydrofuran). Reaction conditions: temperature -78 celsius, time 5 minute. The product is COC(=O)C=1C=C2C(=NC1)N(C(=C2)C(CC(C)C)O)S(=O)(=O)C2=CC=CC=C2 (1-benzenesulfonyl-2-(1-hydroxy-3-methyl-butyl)-1H-pyrrolo[2,3-b]pyridin-5-carboxylic acid methyl ester). Yield: 36.8%. RXN SMILES: [CH3:1][O:2][C:3]([C:5]1[CH:6]=[C:7]2[CH:13]=[CH:12][N:11]([S:14]([C:17]3[CH:22]=[CH:21][CH:20]=[CH:19][CH:18]=3)(=[O:16])=[O:15])[C:8]2=[N:9][CH:10]=1)=[O:4].C([N-]C(C)C)(C)C.[Li+].C([Li])CCC.CCCCCC.C(NC(C)C)(C)C.[CH:49](=[O:54])[CH2:50][CH:51]([CH3:53])[CH3:52]>O1CCCC1>[CH3:1][O:2][C:3]([C:5]1[CH:6]=[C:7]2[CH:13]=[C:12]([CH:49]([OH:54])[CH2:50][CH:51]([CH3:53])[CH3:52])[N:11]([S:14]([C:17]3[CH:22]=[CH:21][CH:20]=[CH:19][CH:18]=3)(=[O:16])=[O:15])[C:8]2=[N:9][CH:10]=1)=[O:4] |f:1.2|. Reported procedure: To a suspension of 1-benzenesulfonyl-1H-pyrrolo[2,3-b]pyridin-5-carboxylic acid methyl ester (2.0 g, 6.33 mmol) in dry tetrahydrofuran (15 mL) at −78° C. was added freshly prepared lithium diisopropylamide [prepared by adding 1.6 M n-butyllithium in n-hexane (5.3 mL, 8.55 mmol) to a 0° C. solution of diisopropylamine (1.3 mL, 9.2 mmol) in dry tetrahydrofuran (40 mL)] dropwise. The mixture was stirred at −78° C. for 5 min and then treated with isovaleraldehyde (1.4 mL, 13.3 mmol) dropwise. The re...